Dataset: the Open Reaction Database (ORD), a public repository of structured organic reaction records. Task: describe an organic reaction: reactants, conditions, products, and yield Starting materials: CC(=O)Cl, CN(C)c1ccccc1, Cl, CCOC(=O)c1ccc([N+](=O)[O-])c(N)c1. The product is CCOC(=O)c1ccc([N+](=O)[O-])c(NC(C)=O)c1. Reaction SMILES: [CH3:1][C:2]([Cl:3])=[O:4].[CH3:21][N:22]([c:23]1[cH:24][cH:25][cH:26][cH:27][cH:28]1)[CH3:29].[ClH:20].[NH2:5][c:6]1[cH:7][c:8]([C:9](=[O:10])[O:11][CH2:12][CH3:13])[cH:14][cH:15][c:16]1[N+:17](=[O:18])[O-:19]>>[CH3:1][C:2](=[O:4])[NH:5][c:6]1[cH:7][c:8]([C:9](=[O:10])[O:11][CH2:12][CH3:13])[cH:14][cH:15][c:16]1[N+:17](=[O:18])[O-:19]. Reaction SMILES: C(OC([N:8]1[CH2:13][CH2:12][C@H:11]([C:14]2[C:22]3[O:21][CH:20]=[C:19]([Cl:23])[C:18]=3[CH:17]=[C:16]([Cl:24])[C:15]=2[F:25])[C@H:10]([CH3:26])[CH2:9]1)=O)(C)(C)C>Cl.O1CCOCC1>[ClH:23].[CH3:26][C@H:10]1[C@@H:11]([C:14]2[C:22]3[O:21][CH:20]=[C:19]([Cl:23])[C:18]=3[CH:17]=[C:16]([Cl:24])[C:15]=2[F:25])[CH2:12][CH2:13][NH:8][CH2:9]1 |f:3.4|. The product is Cl.C[C@@H]1CNCC[C@@H]1C1=C(C(=CC=2C(=COC21)Cl)Cl)F (cis-3-methyl-4-(3,5-dichloro-6-fluorobenzofur-7-yl)piperidine hydrochloride). Solvent: Cl (hydrogen chloride), O1CCOCC1 (dioxane). Procedure details: Fractions containing cis-1-(tert-butoxycarbonyl)-3-methyl-4-(3,5-dichloro-6-fluorobenzofur-7-yl)piperidine were combined and concentrated under reduced pressure to provide 0.107 gm. (Ion Spray MS: m/e=403 (M+1)). A solution of this material in 3.5 mL 4N hydrogen chloride in dioxane was stirred at room temperature for 2 hours. The reaction mixture was concentrated under reduced pressure and the residue was dissolved in methanol. This solution was subjected to ion exchange chromatography (Varian S... Starting materials: C(C)(C)(C)OC(=O)N1C[C@H]([C@H](CC1)C1=C(C(=CC=2C(=COC21)Cl)Cl)F)C (cis-1-(tert-butoxycarbonyl)-3-methyl-4-(3,5-dichloro-6-fluorobenzofur-7-yl)piperidine). Reactants: COC(=O)COc1ccc(C#C[Si](C)(C)C)cc1, CCCC[N+](CCCC)(CCCC)CCCC, ClCCl, [F-]. Yields the product C#Cc1ccc(OCC(=O)OC)cc1. RXN SMILES: [CH3:1][Si:2]([CH3:3])([CH3:4])[C:5]#[C:6][c:7]1[cH:8][cH:9][c:10]([O:11][CH2:12][C:13](=[O:14])[O:15][CH3:16])[cH:17][cH:18]1.[CH3:20][CH2:21][CH2:22][CH2:23][N+:24]([CH2:25][CH2:26][CH2:27][CH3:28])([CH2:29][CH2:30][CH2:31][CH3:32])[CH2:33][CH2:34][CH2:35][CH3:36].[Cl:37][CH2:38][Cl:39].[F-:19]>>[CH:5]#[C:6][c:7]1[cH:8][cH:9][c:10]([O:11][CH2:12][C:13](=[O:14])[O:15][CH3:16])[cH:17][cH:18]1. Reactants: ClC=1N=NC(=CC1)C1=CC(=C(C=C1)F)C(F)(F)F (3-chloro-6-[4-fluoro-3-(trifluoromethyl)phenyl]pyridazine), C(C)(=O)NN (acetic acid hydrazide). The solvent is C(CCC)O (n-butanol). The product is CC1=NN=C2N1N=C(C=C2)C2=CC(=C(C=C2)F)C(F)(F)F (3-methyl-[4-fluoro-3-(trifluoromethyl)phenyl]-1,2,4-triazolo[4,3-b]pyridazine). Reaction SMILES: Cl[C:2]1[N:3]=[N:4][C:5]([C:8]2[CH:13]=[CH:12][C:11]([F:14])=[C:10]([C:15]([F:18])([F:17])[F:16])[CH:9]=2)=[CH:6][CH:7]=1.[C:19]([NH:22][NH2:23])(=O)[CH3:20]>C(O)CCC>[CH3:20][C:19]1[N:3]2[N:4]=[C:5]([C:8]3[CH:13]=[CH:12][C:11]([F:14])=[C:10]([C:15]([F:18])([F:17])[F:16])[CH:9]=3)[CH:6]=[CH:7][C:2]2=[N:23][N:22]=1. Procedure: As described in Example 36, 3-chloro-6-[4-fluoro-3-(trifluoromethyl)phenyl]pyridazine is reacted with acetic acid hydrazide in n-butanol to give the product of the example. Reactants: ICl (ICl), OC1=CC=C(C(=O)N)C=C1 (4-hydroxybenzamide). Solvent: CO (MeOH), C(C)(=O)O (acetic acid). RXN SMILES: [I:1]Cl.[OH:3][C:4]1[CH:12]=[CH:11][C:7]([C:8]([NH2:10])=[O:9])=[CH:6][CH:5]=1>CO.C(O)(=O)C>[OH:3][C:4]1[CH:12]=[CH:11][C:7]([C:8]([NH2:10])=[O:9])=[CH:6][C:5]=1[I:1]. Yields the product OC1=C(C=C(C(=O)N)C=C1)I (4-hydroxy-3-iodobenzamide). Reaction conditions: temperature 25 celsius, time 70 hour. Yield: 30.2%. Procedure: A sample of 47 g (0.29 mole) of ICl was added to a solution of 40 g (0.29 mole) of 4-hydroxybenzamide in 400 ml of MeOH and 800 ml of acetic acid in the absence of light. The mixture was stirred for 70 hr under N2 at 25° C. A precipitate was collected by filtration. The filtrate was diluted with water and a second crop of crystals collected by filtration. A third crop was obtained by evaporation of solvent from the second filtrate. The combined solids were recrystallized from 95% ethanol. The so... Starting materials: ClC1=CC=C(C=C1)C1=NC2=C(N1C(COCC1CCCCC1)C1CCCCC1)C=C(C(=C2)F)F (2-(4-Chloro-phenyl)-1-(1-cyclohexyl-2-cyclohexylmethoxy-ethyl)-5,6-difluoro-1H-benzoimidazole), ClC1=CC=C(C=C1)C1=NC2=C(N1C(COCC1CCCCC1)C1CCCCC1)C=C(C(=C2)F)F (2-(4-Chloro-phenyl)-1-(1-cyclohexyl-2-cyclohexylmethoxy-ethyl)-5,6-difluoro-1H-benzoimidazole), OC1=NC=C(C(=O)OC)C=C1 (methyl 6-hydroxynicotinate), C1(=CC=CC=C1)P(C1=CC=CC=C1)C1=CC=CC=C1 (triphenylphosphine), N(=NC(=O)OC(C)(C)C)C(=O)OC(C)(C)C (di-tert-butyl azodicarboxylate). Product: COC(C1=CN=C(C=C1)OCC(C1CCCCCC1)N1C(=NC2=C1C=C(C(=C2)F)F)C2=CC=C(C=C2)Cl)=O (6-{2-[2-(4-Chloro-phenyl)-5,6-difluoro-benzoimidazol-1-yl]-2-cycloheptyl-ethoxy}-nicotinic acid methyl ester). Yield: 78.0%. RXN SMILES: [Cl:1][C:2]1[CH:7]=[CH:6][C:5]([C:8]2[N:12]([CH:13]([CH:23]3[CH2:28]C[CH2:26][CH2:25][CH2:24]3)[CH2:14]OCC3CCCCC3)[C:11]3[CH:29]=[C:30]([F:34])[C:31]([F:33])=[CH:32][C:10]=3[N:9]=2)=[CH:4][CH:3]=1.[OH:35][C:36]1[CH:45]=[CH:44][C:39]([C:40]([O:42][CH3:43])=[O:41])=[CH:38][N:37]=1.[C:46]1(P(C2C=CC=CC=2)C2C=CC=CC=2)C=CC=C[CH:47]=1.N(C(OC(C)(C)C)=O)=NC(OC(C)(C)C)=O>>[CH3:43][O:42][C:40](=[O:41])[C:39]1[CH:44]=[CH:45][C:36]([O:35][CH2:14][CH:13]([N:12]2[C:11]3[CH:29]=[C:30]([F:34])[C:31]([F:33])=[CH:32][C:10]=3[N:9]=[C:8]2[C:5]2[CH:4]=[CH:3][C:2]([Cl:1])=[CH:7][CH:6]=2)[CH:23]2[CH2:24][CH2:25][CH2:26][CH2:47][CH2:46][CH2:28]2)=[N:37][CH:38]=1. Reported procedure: The title compound was prepared in analogy to Example 4, intermediate, from 2-[2-(4-chloro-phenyl)-5,6-difluoro-benzoimidazol-1-yl]-2-cyclohexyl-ethanol (Example 1, intermediate c), methyl 6-hydroxynicotinate (commercially available), triphenylphosphine and di-tert-butyl azodicarboxylate. The compound was purified by silica gel chromatography using a MPLC system (CombiFlash Companion, Isco Inc.) eluting with a gradient of n-heptane:ethyl acetate (100:0 to 70:30) to give the desired compound as a... Product: COc1ccc(Cn2ccc3c(C#N)cccc32)cc1. Starting materials: COc1ccc(CCl)cc1, [H-], [Na+], CN(C)C=O, O, N#Cc1cccc2[nH]ccc12. As a reaction SMILES: [Cl:1][CH2:2][c:3]1[cH:4][cH:5][c:6]([O:9][CH3:10])[cH:7][cH:8]1.[H-:23].[Na+:22].[O:24]=[CH:25][N:26]([CH3:27])[CH3:28].[OH2:29].[nH:11]1[cH:12][cH:13][c:14]2[c:15]([C:20]#[N:21])[cH:16][cH:17][cH:18][c:19]12>>[CH2:2]([c:3]1[cH:4][cH:5][c:6]([O:9][CH3:10])[cH:7][cH:8]1)[n:11]1[cH:12][cH:13][c:14]2[c:15]([C:20]#[N:21])[cH:16][cH:17][cH:18][c:19]12.